From a dataset of the Open Reaction Database (ORD), a public repository of structured organic reaction records. describe an organic reaction: reactants, conditions, products, and yield The reactants are N(=NC(=O)OCC)C(=O)OCC (diethyl azodicarboxylate), C1(=CC=CC=C1)P(C1=CC=CC=C1)C1=CC=CC=C1 (triphenylphosphine), OC1CCN(CC1)C (4-Hydroxy-1-methylpiperidine), OC=1C=NC=CC1 (3-hydroxypyridine). Solvent: O1CCCC1 (tetrahydrofuran), O1CCCC1 (THF). Run at time 30 minute. Yields the product CN1CCC(CC1)OC=1C=NC=CC1 (3-(1-Methyl-4-piperidinyloxy)pyridine). The yield is 2.4%. RXN SMILES: N(C(OCC)=O)=NC(OCC)=O.C1(P(C2C=CC=CC=2)C2C=CC=CC=2)C=CC=CC=1.[OH:32][CH:33]1[CH2:38][CH2:37][N:36]([CH3:39])[CH2:35][CH2:34]1.O[C:41]1[CH:42]=[N:43][CH:44]=[CH:45][CH:46]=1>O1CCCC1>[CH3:39][N:36]1[CH2:37][CH2:38][CH:33]([O:32][C:41]2[CH:42]=[N:43][CH:44]=[CH:45][CH:46]=2)[CH2:34][CH2:35]1. Reported procedure: Under a nitrogen atmosphere, a solution of diethyl azodicarboxylate (6.80 g. 39.0 mmol) in tetrahydrofuran (THF) (25 mL) was added drop-wise at ambient temperature to a stirring solution of triphenylphosphine (10.23 g, 390 mmol) in THF (100 mL). The resulting solution was allowed to stir at ambient temperature for 30 min. 4-Hydroxy-1-methylpiperidine (3.05 g, 26.5 mmol) and 3-hydroxypyridine (3.71 g, 39.0 mmol) were added, and the reaction mixture was stirred at ambient temperature for 18 h. The... The reactants are COC=1C=CN=C(C1OC)C[S+](C=2[N-]C=3C=CC(=CC3N2)OC(F)F)[O-].[Na+] (Pantoprazole sodium), II. The solvent is CC(=O)C (acetone). Product: COC=1C=CN=C(C1OC)C[S+](C=2NC=3C=CC(=CC3N2)OC(F)F)[O-] (pantoprazole), [OH-].[Na+] (sodium hydroxide). As a reaction SMILES: [CH3:1][O:2][C:3]1[CH:4]=[CH:5][N:6]=[C:7]([CH2:11][S+:12]([O-:26])[C:13]2[N-:14][C:15]3[CH:16]=[CH:17][C:18]([O:22][CH:23]([F:25])[F:24])=[CH:19][C:20]=3[N:21]=2)[C:8]=1[O:9][CH3:10].[Na+:27]>CC(C)=O>[CH3:1][O:2][C:3]1[CH:4]=[CH:5][N:6]=[C:7]([CH2:11][S+:12]([O-:26])[C:13]2[NH:14][C:15]3[CH:16]=[CH:17][C:18]([O:22][CH:23]([F:24])[F:25])=[CH:19][C:20]=3[N:21]=2)[C:8]=1[O:9][CH3:10].[OH-:2].[Na+:27] |f:0.1,4.5|. Procedure: Pantoprazole sodium Form II can be prepared by forming a solution of pantoprazole and excess sodium hydroxide in acetone and crystallizing Form II from the solution. Preferably, pantoprazole is added as the free base, though the sodium salt may be used. Excess sodium hydroxide is conveniently added as a concentrated aqueous NaOH solution. Sodium hydroxide should be added in an amount of from about 1 to about 2 molar equivalents with respect to pantoprazole. In a particularly preferred procedure,... Starting materials: ClCC=1C=CC(=NC1)C(F)(F)F (5-(chloromethyl)-2-(trifluoromethyl)pyridine), ClC1=CC=C(C=C1)C1=C(C=2N(C(=N1)N1CC(C1)(C(=O)N)NCC)C(N(N2)CC)=O)C2=CC=C(C=C2)Cl (1-(7,8-bis(4-chlorophenyl)-2-ethyl-3-oxo-2,3-dihydro-[1,2,4]triazolo[4,3-c]pyrimidin-5-yl)-3-(ethylamino)azetidine-3-carboxamide), ClC1=NC(=C(C=2N1C(NN2)=O)C2=CC=C(C=C2)Cl)C2=CC=C(C=C2)Cl (5-chloro-7,8-bis(4-chlorophenyl)-[1,2,4]triazolo[4,3-c]pyrimidin-3(2H)-one), [Cl-] (chloride), amine. Product: N1(CCC1)C1=NC(=C(C=2N1C(N(N2)CC=2C=NC(=CC2)C(F)(F)F)=O)C2=CC=C(C=C2)Cl)C2=CC=C(C=C2)Cl (5-(azetidin-1-yl)-7,8-bis(4-chlorophenyl)-2-((6-(trifluoromethyl)pyridin-3-yl)methyl)-[1,2,4]triazolo[4,3-c]pyrimidin-3(2H)-one). Reaction SMILES: ClC1N2C(=O)NN=C2C(C2C=CC(Cl)=CC=2)=C(C2C=CC(Cl)=CC=2)N=1.[Cl-].Cl[CH2:28][C:29]1[CH:30]=[CH:31][C:32]([C:35]([F:38])([F:37])[F:36])=[N:33][CH:34]=1.[Cl:39][C:40]1[CH:45]=[CH:44][C:43]([C:46]2[N:51]=[C:50]([N:52]3[CH2:55][C:54](NCC)(C(N)=O)[CH2:53]3)[N:49]3[C:62](=[O:67])[N:63](CC)[N:64]=[C:48]3[C:47]=2[C:68]2[CH:73]=[CH:72][C:71]([Cl:74])=[CH:70][CH:69]=2)=[CH:42][CH:41]=1>>[N:52]1([C:50]2[N:49]3[C:62](=[O:67])[N:63]([CH2:28][C:29]4[CH:34]=[N:33][C:32]([C:35]([F:38])([F:37])[F:36])=[CH:31][CH:30]=4)[N:64]=[C:48]3[C:47]([C:68]3[CH:69]=[CH:70][C:71]([Cl:74])=[CH:72][CH:73]=3)=[C:46]([C:43]3[CH:44]=[CH:45][C:40]([Cl:39])=[CH:41][CH:42]=3)[N:51]=2)[CH2:53][CH2:54][CH2:55]1. Procedure details: The title compound was prepared in two steps from 5-chloro-7,8-bis(4-chlorophenyl)-[1,2,4]triazolo[4,3-c]pyrimidin-3(2H)-one by nucleophilic displacement of chloride with the requisite amine, followed by alkylation with 5-(chloromethyl)-2-(trifluoromethyl)pyridine, in a manner analogous to that in which 1-(7,8-bis(4-chlorophenyl)-2-ethyl-3-oxo-2,3-dihydro-[1,2,4]triazolo[4,3-c]pyrimidin-5-yl)-3-(ethylamino)azetidine-3-carboxamide was prepared. HPLC/MS: retention time=4.483 min, [M+H]30 =571. The reactants are C(C)(C)(C)OC(=O)N1[C@@H]2C[C@@]2(C[C@H]1C(=O)O)COC1OCCCC1 ((1R,3S,5S)-5-(tetrahydro-pyran-2-yloxymethyl)-2-aza-bicyclo[3.1.0]hexane-2,3-dicarboxylic acid 2-tert-butyl ester), ClC(=C(C)C)N(C)C (1-chloro-N,N,2-trimethylpropenylamine), CCN(C(C)C)C(C)C (DIPEA), FC1=C(N)C=CC=C1OC(F)(F)F (2-Fluoro-3-(trifluoromethoxy)aniline). Solvent: C(Cl)Cl (CH2Cl2), O (water). Conditions: temperature 0 celsius, time 1.5 hour. The product is C(C)(C)(C)OC(=O)N1[C@@H]2C[C@@]2(C[C@H]1C(NC1=C(C(=CC=C1)OC(F)(F)F)F)=O)COC1OCCCC1 ((1R,3S,5S)-3-(2-Fluoro-3-trifluoromethoxy-phenylcarbamoyl)-5-(tetrahydro-pyran-2-yloxymethyl)-2-aza-bicyclo[3.1.0]hexane-2-carboxylic acid tert-butyl ester). Reaction SMILES: [C:1]([O:5][C:6]([N:8]1[C@H:13]([C:14](O)=[O:15])[CH2:12][C@:11]2([CH2:17][O:18][CH:19]3[CH2:24][CH2:23][CH2:22][CH2:21][O:20]3)[C@H:9]1[CH2:10]2)=[O:7])([CH3:4])([CH3:3])[CH3:2].ClC(N(C)C)=C(C)C.[F:33][C:34]1[C:40]([O:41][C:42]([F:45])([F:44])[F:43])=[CH:39][CH:38]=[CH:37][C:35]=1[NH2:36].CCN(C(C)C)C(C)C>C(Cl)Cl.O>[C:1]([O:5][C:6]([N:8]1[C@H:13]([C:14](=[O:15])[NH:36][C:35]2[CH:37]=[CH:38][CH:39]=[C:40]([O:41][C:42]([F:43])([F:44])[F:45])[C:34]=2[F:33])[CH2:12][C@:11]2([CH2:17][O:18][CH:19]3[CH2:24][CH2:23][CH2:22][CH2:21][O:20]3)[C@H:9]1[CH2:10]2)=[O:7])([CH3:3])([CH3:2])[CH3:4]. Procedure: To a solution of (1R,3S,5S)-5-(tetrahydro-pyran-2-yloxymethyl)-2-aza-bicyclo[3.1.0]hexane-2,3-dicarboxylic acid 2-tert-butyl ester (100 mg, 0.29 mmol) in dry CH2Cl2 (1 mL) under argon at 0° C. was added 1-chloro-N,N,2-trimethylpropenylamine (58 μL, 0.44 mmol) and the reaction mixture was stirred at 0° C. for 1.5 h. 2-Fluoro-3-(trifluoromethoxy)aniline (86 mg, 0.44 mmol) was added, followed by DIPEA (100 μL, 0.59 mmol) and the mixture was stirred at RT overnight. Then poured into water and extrac... Procedure details: A suspension of 23.63 g (0.2 mol) of 4-aminobenzonitrile, 32.72 g (0.22 mol) of an 80% solution of 3-bromo-1-propyne in toluene, and 38.3 ml (0.22 mol) of N-ethyl-N-(1-methylethyl)-2-propanamine in 500 ml toluene is heated at 90° C. for eighteen hours. Ethyl acetate is added to the reaction suspension, and the suspension is washed three times with water. The organic layer is separated, dried (magnesium sulfate), and concentrated to give 32.5 g of a dark brown oil which crystallizes on standing. ... Solvent: C1(=CC=CC=C1)C (toluene), C1(=CC=CC=C1)C (toluene). As a reaction SMILES: [NH2:1][C:2]1[CH:9]=[CH:8][C:5]([C:6]#[N:7])=[CH:4][CH:3]=1.Br[CH2:11][C:12]#[CH:13].C(N(C(C)C)C(C)C)C.C(OCC)(=O)C>C1(C)C=CC=CC=1>[CH2:13]([NH:1][C:2]1[CH:9]=[CH:8][C:5]([C:6]#[N:7])=[CH:4][CH:3]=1)[C:12]#[CH:11]. The product is C(C#C)NC1=CC=C(C#N)C=C1 (4-(2-Propynylamino)benzonitrile). Starting materials: NC1=CC=C(C#N)C=C1 (4-aminobenzonitrile), solution, BrCC#C (3-bromo-1-propyne), C(C)N(C(C)C)C(C)C (N-ethyl-N-(1-methylethyl)-2-propanamine), C(C)(=O)OCC (Ethyl acetate). Run at temperature 90 celsius. Product: C(C)NC(C)(P(O)(=O)O)P(O)(=O)O (N-ethyl-1-aminoethane- 1,1 -diphosphonic acid). As a reaction SMILES: [CH2:1]([NH:3][C:4](=O)[CH3:5])[CH3:2].[P:7]([OH:10])([OH:9])[OH:8].Cl>>[CH2:1]([NH:3][C:4]([P:7]([OH:10])(=[O:8])[OH:9])([P:7]([OH:10])(=[O:9])[OH:8])[CH3:5])[CH3:2]. Reactants: C(C)NC(C)=O (N-ethylacetamide), P(O)(O)O (phosphorous acid), Cl (hydrogen chloride). Procedure details: Into a mixture of 87 gm of N-ethylacetamide and 82 gm of phosphorous acid, hydrogen chloride was introduced for 8 hours. During this time the mixture was stirred and the temperature was held at 150° - 160° C. The reaction mixture was then treated analogously to Example 1, and the N-ethyl-1-aminoethane- 1,1 -diphosphonic acid product was obtained. The yield was 36.5 gm.